Dataset: the Open Reaction Database (ORD), a public repository of structured organic reaction records. Task: describe an organic reaction: reactants, conditions, products, and yield Starting materials: O=C([O-])[O-], CCCCCBr, Clc1nsnc1-c1cccnc1, [K+], [K+], [Na], CN(C)C=O, O, S. Yields the product CCCCCSc1nsnc1-c1cccnc1. RXN SMILES: [C:15](=[O:16])([O-:17])[O-:18].[CH2:21]([CH2:22][CH2:23][CH2:24][CH3:25])[Br:26].[Cl:3][c:4]1[n:5][s:6][n:7][c:8]1-[c:9]1[cH:10][n:11][cH:12][cH:13][cH:14]1.[K+:19].[K+:20].[Na:2].[O:27]=[CH:28][N:29]([CH3:30])[CH3:31].[OH2:32].[SH2:1]>>[S:1]([c:4]1[n:5][s:6][n:7][c:8]1-[c:9]1[cH:10][n:11][cH:12][cH:13][cH:14]1)[CH2:21][CH2:22][CH2:23][CH2:24][CH3:25].